This data is from the Open Reaction Database (ORD), a public repository of structured organic reaction records. The task is: describe an organic reaction: reactants, conditions, products, and yield The reactants are ClC=1C(=NC=NC1Cl)N (5,6-dichloropyrimidin-4-amine), NCC1CCN(CC1)C(=O)OC(C)(C)C (tert-butyl 4-(aminomethyl)piperidine-1-carboxylate), O(C1=CC=CC=C1)C1=CC=C(C=C1)B(O)O ((4-phenoxyphenyl)boronic acid), C(C(=C)C)(=O)O (methacrylic acid). Yields the product NC1=C(C(=NC=N1)NCC1CCN(CC1)C(C(=C)C)=O)C1=CC=C(C=C1)OC1=CC=CC=C1 (1-(4-(((6-amino-5-(4-phenoxyphenyl)pyrimidin-4-yl)amino)methyl)piperidin-1-yl)-2-methylprop-2-en-1-one). RXN SMILES: Cl[C:2]1[C:3]([NH2:9])=[N:4][CH:5]=[N:6][C:7]=1Cl.[NH2:10][CH2:11][CH:12]1[CH2:17][CH2:16][N:15]([C:18]([O:20]C(C)(C)C)=O)[CH2:14][CH2:13]1.[O:25]([C:32]1[CH:37]=[CH:36][C:35](B(O)O)=[CH:34][CH:33]=1)[C:26]1[CH:31]=[CH:30][CH:29]=[CH:28][CH:27]=1.[C:41](O)(=O)[C:42](C)=[CH2:43]>>[NH2:9][C:3]1[N:4]=[CH:5][N:6]=[C:7]([NH:10][CH2:11][CH:12]2[CH2:13][CH2:14][N:15]([C:18](=[O:20])[C:42]([CH3:43])=[CH2:41])[CH2:16][CH2:17]2)[C:2]=1[C:29]1[CH:30]=[CH:31][C:26]([O:25][C:32]2[CH:37]=[CH:36][CH:35]=[CH:34][CH:33]=2)=[CH:27][CH:28]=1. Reported procedure: 1-(4-(((6-amino-5-(4-phenoxyphenyl)pyrimidin-4-yl)amino)methyl)piperidin-1-yl)-2-methylprop-2-en-1-one was prepared from 5,6-dichloropyrimidin-4-amine, tert-butyl 4-(aminomethyl)piperidine-1-carboxylate, (4-phenoxyphenyl)boronic acid, and methacrylic acid using methods B, C, D, and E. HPLC purity: 100%. MS: m/z=444 [M+H]+. Reactants: O.C1(=CC=C(C=C1)S(=O)(=O)O)C (p-Toluenesulfonic acid monohydrate), ClC1=CC=C(C=C1)NC1=C2N=CN(C2=NC(=N1)N1N=C(C=C1COC1OCCCC1)C)C ((4-Chloro-phenyl)-{9-methyl-2-[3-methyl-5-(tetrahydro-pyran-2-yloxymethyl)pyrazol-1-yl]-9H-purin-6-yl}-amine), C([O-])([O-])=O.[K+].[K+] (potassium carbonate). Run in CO (methanol). Yields the product ClC1=CC=C(C=C1)NC1=C2N=CN(C2=NC(=N1)N1N=C(C=C1CO)C)C ({2-[6-(4-chloro-phenylamino)-9-methyl-9H-purin-2-yl]-5-methyl-2H-pyrazol-3-yl}-methanol). The yield is 30.6%. As a reaction SMILES: [Cl:1][C:2]1[CH:7]=[CH:6][C:5]([NH:8][C:9]2[N:17]=[C:16]([N:18]3[C:22]([CH2:23][O:24]C4CCCCO4)=[CH:21][C:20]([CH3:31])=[N:19]3)[N:15]=[C:14]3[C:10]=2[N:11]=[CH:12][N:13]3[CH3:32])=[CH:4][CH:3]=1.O.C1(C)C=CC(S(O)(=O)=O)=CC=1.C(=O)([O-])[O-].[K+].[K+]>CO>[Cl:1][C:2]1[CH:7]=[CH:6][C:5]([NH:8][C:9]2[N:17]=[C:16]([N:18]3[C:22]([CH2:23][OH:24])=[CH:21][C:20]([CH3:31])=[N:19]3)[N:15]=[C:14]3[C:10]=2[N:11]=[CH:12][N:13]3[CH3:32])=[CH:4][CH:3]=1 |f:1.2,3.4.5|. Reported procedure: (4-Chloro-phenyl)-{9-methyl-2-[3-methyl-5-(tetrahydro-pyran-2-yloxymethyl)pyrazol-1-yl]-9H-purin-6-yl}-amine (240 mg, 0.53 mmol) was dissolved in methanol (30 mL). p-Toluenesulfonic acid monohydrate (90 mg, 0.48 mmol) was added and the reaction mixture was heated to reflux for 24 hours. Upon cooling a white crystalline compound was formed. The crystals were stirred with potassium carbonate (2 M), collected by filtration, washed with water and dried to give {2-[6-(4-chloro-phenylamino)-9-methyl-9...